From a dataset of the Open Reaction Database (ORD), a public repository of structured organic reaction records. describe an organic reaction: reactants, conditions, products, and yield Starting materials: [Na] (sodium), N1=C(C=CC=C1)C=CC1=C(C=CC=C1)O (2-[2-(2-pyridinyl)-ethenyl]-phenol), C(C)OC(CCCCBr)=O (5-bromovaleric acid ethyl ester). Solvent: CC(C)O (2-propanol). Yields the product C(C)OC(CCCCOC1=C(C=CC=C1)C=CC1=NC=CC=C1)=O (5-{2-[2-(2-Pyridinyl)-ethenyl]-phenoxy}-valeric acid ethyl ester). As a reaction SMILES: [Na].[N:2]1[CH:7]=[CH:6][CH:5]=[CH:4][C:3]=1[CH:8]=[CH:9][C:10]1[CH:15]=[CH:14][CH:13]=[CH:12][C:11]=1[OH:16].[CH2:17]([O:19][C:20](=[O:26])[CH2:21][CH2:22][CH2:23][CH2:24]Br)[CH3:18]>CC(O)C>[CH2:17]([O:19][C:20](=[O:26])[CH2:21][CH2:22][CH2:23][CH2:24][O:16][C:11]1[CH:12]=[CH:13][CH:14]=[CH:15][C:10]=1[CH:9]=[CH:8][C:3]1[CH:4]=[CH:5][CH:6]=[CH:7][N:2]=1)[CH3:18] |^1:0|. Reported procedure: To the solution of 2.3 g (0.1 mol) sodium in 250 ml ethanol one adds 19.7 g 2-[2-(2-pyridinyl)-ethenyl]-phenol, stirs for 10 min at room temp., adds thereto 17.4 ml (0.11 mol) 5-bromovaleric acid ethyl ester and heats to reflux for 16 h. One evaporates, mixes with water, extracts with dichloromethane, dries the extract and evaporates. There remain 32.4 g of title compound (100% of theory) as oil. The reactants are COc1ccc(S(=O)(=O)N(C)c2c(C)cccc2C(=O)OC(C)(C)C)cc1, COC(=O)C1CCCN1, Cl. Product: COC(=O)C1CCCN1Cc1cccc(C(=O)OC(C)(C)C)c1N(C)S(=O)(=O)c1ccc(OC)cc1. As a reaction SMILES: [C:11]([CH3:12])([CH3:13])([CH3:14])[O:15][C:16]([c:17]1[c:18]([N:24]([CH3:25])[S:26](=[O:27])(=[O:28])[c:29]2[cH:30][cH:31][c:32]([O:35][CH3:36])[cH:33][cH:34]2)[c:19]([CH3:23])[cH:20][cH:21][cH:22]1)=[O:37].[CH3:2][O:3][C:4]([CH:5]1[NH:6][CH2:7][CH2:8][CH2:9]1)=[O:10].[ClH:1]>>[CH3:2][O:3][C:4]([CH:5]1[N:6]([CH2:23][c:19]2[c:18]([N:24]([CH3:25])[S:26](=[O:27])(=[O:28])[c:29]3[cH:30][cH:31][c:32]([O:35][CH3:36])[cH:33][cH:34]3)[c:17]([C:16]([O:15][C:11]([CH3:12])([CH3:13])[CH3:14])=[O:37])[cH:22][cH:21][cH:20]2)[CH2:7][CH2:8][CH2:9]1)=[O:10]. The reactants are [N+](=O)([O-])C=1C=C(C=CC1)C1C(C2=CC=CC=C2C1=O)=O (2-(3-nitrophenyl)indan-1,3-dione), O.NN (hydrazine hydrate). Conditions: temperature 0 celsius. Product: NC=1C=C(CC2=NNC(C3=CC=CC=C23)=O)C=CC1 (4-(3-aminobenzyl)-2H-phthalazin-1-one). As a reaction SMILES: [N+:1]([C:4]1[CH:5]=[C:6]([CH:10]2[C:18](=[O:19])[C:17]3[C:12](=[CH:13][CH:14]=[CH:15][CH:16]=3)[C:11]2=O)[CH:7]=[CH:8][CH:9]=1)([O-])=O.O.[NH2:22][NH2:23]>>[NH2:1][C:4]1[CH:5]=[C:6]([CH:7]=[CH:8][CH:9]=1)[CH2:10][C:11]1[C:12]2[C:17](=[CH:16][CH:15]=[CH:14][CH:13]=2)[C:18](=[O:19])[NH:23][N:22]=1 |f:1.2|. Procedure: A stirred mixture of 2-(3-nitrophenyl)indan-1,3-dione (85 g, 0.318 mol) and hydrazine hydrate (450 ml) was heated under reflux for 2 hours then cooled to 0° C. The resulting solid was collected by filtration, washed with water (500 ml), ground to a fine powder, mixed with sufficient cold ethanol to give a thick paste, collected by filtration and dried in vacuo at 55° C. The crude solid was then recrystallised from ethanol to give 4-(3-aminobenzyl)-2H-phthalazin-1-one (32.6 g) as a pale brown sol... The reactants are C(C1=CC=CC=C1)OC(=O)N[C@@H](CC1=CC=CC=C1)C(=O)O (N-benzyloxycarbonyl-L-phenylalanine), N[C@H]([C@@H](C[C@H]1[C@@H](CCCC1)C(=O)NC(C)(C)C)O)CC1=CC=CC=C1 (2(S)-[3(S)-amino-2(R)-hydroxy-4-phenylbutyl]-N-tert.butyl-1(R)-cyclohexanecarboxamide). The product is C(C1=CC=CC=C1)OC(=O)N[C@@H](CC1=CC=CC=C1)C(=O)N[C@H]([C@@H](C[C@H]1[C@@H](CCCC1)C(=O)NC(C)(C)C)O)CC1=CC=CC=C1 (2(S)-[3(S)-[[N-(benzyloxycarbonyl)-L-phenylalanyl]amino]-2(R)-hydroxy-4-phenylbutyl]-N-tert.butyl-1(R)-cyclohexanecarboxamide). Isolated yield 44.1%. RXN SMILES: [CH2:1]([O:8][C:9]([NH:11][C@H:12]([C:20]([OH:22])=O)[CH2:13][C:14]1[CH:19]=[CH:18][CH:17]=[CH:16][CH:15]=1)=[O:10])[C:2]1[CH:7]=[CH:6][CH:5]=[CH:4][CH:3]=1.[NH2:23][C@@H:24]([CH2:41][C:42]1[CH:47]=[CH:46][CH:45]=[CH:44][CH:43]=1)[C@H:25]([OH:40])[CH2:26][C@@H:27]1[CH2:32][CH2:31][CH2:30][CH2:29][C@H:28]1[C:33]([NH:35][C:36]([CH3:39])([CH3:38])[CH3:37])=[O:34]>>[CH2:1]([O:8][C:9]([NH:11][C@H:12]([C:20]([NH:23][C@@H:24]([CH2:41][C:42]1[CH:43]=[CH:44][CH:45]=[CH:46][CH:47]=1)[C@H:25]([OH:40])[CH2:26][C@@H:27]1[CH2:32][CH2:31][CH2:30][CH2:29][C@H:28]1[C:33]([NH:35][C:36]([CH3:39])([CH3:38])[CH3:37])=[O:34])=[O:22])[CH2:13][C:14]1[CH:15]=[CH:16][CH:17]=[CH:18][CH:19]=1)=[O:10])[C:2]1[CH:3]=[CH:4][CH:5]=[CH:6][CH:7]=1. Reported procedure: In a manner analogous to that described in Example 6, 78 mg (0.26 mmol) of N-benzyloxycarbonyl-L-phenylalanine were coupled with 90 mg (0.26 mmol) of 2(S)-[3(S)-amino-2(R)-hydroxy-4-phenylbutyl]-N-tert.butyl-1(R)-cyclohexanecarboxamide to give 72 mg of 2(S)-[3(S)-[[N-(benzyloxycarbonyl)-L-phenylalanyl]amino]-2(R)-hydroxy-4-phenylbutyl]-N-tert.butyl-1(R)-cyclohexanecarboxamide as a while solid; MS m/e 628 [M+H]+. The reactants are COC1=C(CN2C([C@@H]([C@H]2S(=O)(=O)C(C)(C)C)CO)=O)C=CC(=C1)OC (1-(2,4-dimethoxybenzyl)-3-(S)-hydroxymethyl-4-(R)-tert.butylsulphonyl-2-azetidinone), S(=O)(=O)([O-])OOS(=O)(=O)[O-].[K+].[K+] (potassium peroxydisulphate), P(=O)(O)([O-])[O-].[K+].[K+] (dipotassium hydrogen phosphate). Run in C(C)#N (acetonitrile), C(C)#N (acetonitrile). Product: OC[C@H]1C(N[C@@H]1S(=O)(=O)C(C)(C)C)=O (3-(S)-hydroxymethyl-4-(R)-tert.-butylsulphonyl-2-azetidinone). As a reaction SMILES: COC1C=C(OC)C=CC=1C[N:6]1[C@H:9]([S:10]([C:13]([CH3:16])([CH3:15])[CH3:14])(=[O:12])=[O:11])[C@@H:8]([CH2:17][OH:18])[C:7]1=[O:19].S(OOS([O-])(=O)=O)([O-])(=O)=O.[K+].[K+].P([O-])([O-])(O)=O.[K+].[K+]>C(#N)C>[OH:18][CH2:17][C@@H:8]1[C@@H:9]([S:10]([C:13]([CH3:15])([CH3:14])[CH3:16])(=[O:12])=[O:11])[NH:6][C:7]1=[O:19] |f:1.2.3,4.5.6|. Procedure: A solution of 74 mg (0.2 mmol) of 1-(2,4-dimethoxybenzyl)-3-(S)-hydroxymethyl-4-(R)-tert.butylsulphonyl-2-azetidinone (see Example 20), 486 mg (1.8 mmol) of potassium peroxydisulphate and 174 mg (1.0 mmol) of dipotassium hydrogen phosphate in 4 ml of acetonitrile is stirred for 2 hours at 65° under a reflux condenser, the resulting reaction mixture is freed from acetonitrile under reduced pressure and the aqueous residue is extracted with ethyl acetate. After drying of the organic phase over Na2... Product: NC1=C(C(=O)O)C=C(C=C1F)C=1C=C2C(=NC1)NN=C2C2=C(C=CC=C2)OC (2-amino-3-fluoro-5-[3-(2-methoxy-phenyl)-1H-pyrazolo[3,4-b]pyridin-5-yl]-benzoic acid). Conditions: time 17 hour. Reaction SMILES: [NH2:1][C:2]1[C:10]([F:11])=[CH:9][C:8]([C:12]2[CH:13]=[C:14]3[C:20]([C:21]4[CH:26]=[CH:25][CH:24]=[CH:23][C:22]=4[O:27][CH3:28])=[N:19][N:18](COCC[Si](C)(C)C)[C:15]3=[N:16][CH:17]=2)=[CH:7][C:3]=1[C:4]([OH:6])=[O:5].Cl(O)(=O)(=O)=O>C(O)(=O)C.O>[NH2:1][C:2]1[C:10]([F:11])=[CH:9][C:8]([C:12]2[CH:13]=[C:14]3[C:20]([C:21]4[CH:26]=[CH:25][CH:24]=[CH:23][C:22]=4[O:27][CH3:28])=[N:19][NH:18][C:15]3=[N:16][CH:17]=2)=[CH:7][C:3]=1[C:4]([OH:6])=[O:5]. The yield is 105.9%. Reported procedure: 175 mg (0.34 mmol) of 2-amino-3-fluoro-5-[3-(2-methoxy-phenyl)-1-(2-trimethylsilanyl-ethoxymethyl)-1H-pyrazolo[3,4-b]pyridin-5-yl]-benzoic acid was dissolved in 5 mL of glacial acetic acid. 250 μL of 70% perchloric acid was added and the resulting mixture left at ambient temperature for 17 h. The resulting solution was diluted with 85 mL of water and the resulting precipitate filtered off and dried by suction to afford 137 mg (0.36 mmol, 106%) of 2-amino-3-fluoro-5-[3-(2-methoxy-phenyl)-1H-pyraz... Run in C(C)(=O)O (acetic acid), O (water). Starting materials: NC1=C(C(=O)O)C=C(C=C1F)C=1C=C2C(=NC1)N(N=C2C2=C(C=CC=C2)OC)COCC[Si](C)(C)C (2-amino-3-fluoro-5-[3-(2-methoxy-phenyl)-1-(2-trimethylsilanyl-ethoxymethyl)-1H-pyrazolo[3,4-b]pyridin-5-yl]-benzoic acid), Cl(=O)(=O)(=O)O (perchloric acid). The reactants are OC1=NC(=NC=C1C(=O)NCC1=CC=CC2=CC=CC=C12)CO (4-hydroxy-2-(hydroxymethyl)-N-(naphthalen-1-ylmethyl)pyrimidine-5-carboxamide), reagent. The solvent is C(Cl)Cl (DCM). Product: C(=O)C1=NC=C(C(=N1)O)C(=O)NCC1=CC=CC2=CC=CC=C12 (2-formyl-4-hydroxy-N-(naphthalen-1-ylmethyl)pyrimidine-5-carboxamide). RXN SMILES: [OH:1][C:2]1[C:7]([C:8]([NH:10][CH2:11][C:12]2[C:21]3[C:16](=[CH:17][CH:18]=[CH:19][CH:20]=3)[CH:15]=[CH:14][CH:13]=2)=[O:9])=[CH:6][N:5]=[C:4]([CH2:22][OH:23])[N:3]=1>C(Cl)Cl>[CH:22]([C:4]1[N:3]=[C:2]([OH:1])[C:7]([C:8]([NH:10][CH2:11][C:12]2[C:21]3[C:16](=[CH:17][CH:18]=[CH:19][CH:20]=3)[CH:15]=[CH:14][CH:13]=2)=[O:9])=[CH:6][N:5]=1)=[O:23]. Procedure details: A mixture of step B product, 2-20-c, (2.22 g, 7.2 mmol) and Dess-Martain reagent (3.35 g, 7.9 mmol) in DCM (80 mL) was stirred at the ambient temperature for 1 h. The reaction solution was evaporated under vacuum to give a residue, which was purified by column chromatography with the eluent DCM:MeOH=60:1˜30:1 to afford the crude compound, 2-20-d, (1.84 g, 84%) as a solid.